Dataset: the Open Reaction Database (ORD), a public repository of structured organic reaction records. Task: describe an organic reaction: reactants, conditions, products, and yield Starting materials: CCOCC, ClCCl, [K+], CC(=O)CCCCC(=O)O, [OH-]. Product: COC(=O)CCCCC(C)=O. As a reaction SMILES: [CH3:1][CH2:2][O:3][CH2:4][CH3:5].[Cl:18][CH2:19][Cl:20].[K+:7].[O:8]=[C:9]([CH2:10][CH2:11][CH2:12][CH2:13][C:14](=[O:15])[OH:16])[CH3:17].[OH-:6]>>[CH3:1][O:15][C:14]([CH2:13][CH2:12][CH2:11][CH2:10][C:9](=[O:8])[CH3:17])=[O:16]. Starting materials: BrC1CCCC1 (bromocyclopentan), TEA, C(C)(C)(C)N1S(C(=C(C1=O)NCCCCC1=CC=CC=C1)C1=CC=CC=C1)(=O)=O (2-tert-Butyl-5-phenyl-4-[(4-phenylbutyl)amino]isothiazol-3(2H)-one 1,1-dioxide). The solvent is C(=O)(C(F)(F)F)O (TFA). Conditions: temperature 120 celsius. Yields the product C1(CCCC1)N1S(C(=C(C1=O)NCCCCC1=CC=CC=C1)C1=CC=CC=C1)(=O)=O (2-Cyclopentyl-5-phenyl-4-[(4-phenylbutyl)amino]isothiazol-3(2H)-one 1,1-dioxide). The yield is 35.6%. RXN SMILES: [C:1]([N:5]1[C:9](=[O:10])[C:8]([NH:11][CH2:12][CH2:13][CH2:14][CH2:15][C:16]2[CH:21]=[CH:20][CH:19]=[CH:18][CH:17]=2)=[C:7]([C:22]2[CH:27]=[CH:26][CH:25]=[CH:24][CH:23]=2)[S:6]1(=[O:29])=[O:28])([CH3:4])(C)[CH3:2].Br[CH:31]1CCC[CH2:32]1>C(O)(C(F)(F)F)=O>[CH:1]1([N:5]2[C:9](=[O:10])[C:8]([NH:11][CH2:12][CH2:13][CH2:14][CH2:15][C:16]3[CH:21]=[CH:20][CH:19]=[CH:18][CH:17]=3)=[C:7]([C:22]3[CH:27]=[CH:26][CH:25]=[CH:24][CH:23]=3)[S:6]2(=[O:29])=[O:28])[CH2:2][CH2:32][CH2:31][CH2:4]1. Procedure: 2-tert-Butyl-5-phenyl-4-[(4-phenylbutyl)amino]isothiazol-3(2H)-one 1,1-dioxide (Example 1) (0.150 g, 0.364 mmol) was dissolved in TFA (3 mL) and heated in a microwave reactor at 120° C. for 20 mins. TFA was removed in vacuo and the residue was coevaporated with DCM two times. The residue was dissolved in MeCN (3 mL) and it was mixed with bromocyclopentan (0.162 g, 1.09 mmol) and TEA (0.110 g, 1.09 mmol) and the mixture was heated in a microwave reactor at 120° C. for 20 mins, at 160° C. for 85 m...